Dataset: the Open Reaction Database (ORD), a public repository of structured organic reaction records. Task: describe an organic reaction: reactants, conditions, products, and yield The reactants are C(C)(C)(C)OC(=O)N1CCC(CC1)OC=1C=C2C=CN=CC2=CC1Br (4-(7-Bromo-isoquinoline-6-yloxy)-piperidin-1-carboxylic acid tert-butyl ester), CN(C)C=O (DMF), O (water), C(C)(=O)OCC (ethyl acetate). The reagents and catalysts are [C-]#N.[C-]#N.[Zn+2] (Zn(CN)2), C=1C=CC(=CC1)[P](C=2C=CC=CC2)(C=3C=CC=CC3)[Pd]([P](C=4C=CC=CC4)(C=5C=CC=CC5)C=6C=CC=CC6)([P](C=7C=CC=CC7)(C=8C=CC=CC8)C=9C=CC=CC9)[P](C=1C=CC=CC1)(C=1C=CC=CC1)C=1C=CC=CC1 (Pd(PPh3)4). Yields the product C(C)(C)(C)OC(=O)N1CCC(CC1)OC=1C=C2C=CN=CC2=CC1C#N (4-(7-Cyano-isoquinolin-6-yloxy)-piperidine-1-carboxylic acid tert-butyl ester). RXN SMILES: [C:1]([O:5][C:6]([N:8]1[CH2:13][CH2:12][CH:11]([O:14][C:15]2[CH:16]=[C:17]3[C:22](=[CH:23][C:24]=2Br)[CH:21]=[N:20][CH:19]=[CH:18]3)[CH2:10][CH2:9]1)=[O:7])([CH3:4])([CH3:3])[CH3:2].O.C(OCC)(=O)C.[CH3:33][N:34](C=O)C>[C-]#N.[C-]#N.[Zn+2].C1C=CC([P]([Pd]([P](C2C=CC=CC=2)(C2C=CC=CC=2)C2C=CC=CC=2)([P](C2C=CC=CC=2)(C2C=CC=CC=2)C2C=CC=CC=2)[P](C2C=CC=CC=2)(C2C=CC=CC=2)C2C=CC=CC=2)(C2C=CC=CC=2)C2C=CC=CC=2)=CC=1>[C:1]([O:5][C:6]([N:8]1[CH2:13][CH2:12][CH:11]([O:14][C:15]2[CH:16]=[C:17]3[C:22](=[CH:23][C:24]=2[C:33]#[N:34])[CH:21]=[N:20][CH:19]=[CH:18]3)[CH2:10][CH2:9]1)=[O:7])([CH3:4])([CH3:3])[CH3:2] |f:4.5.6,^1:46,48,67,86|. Procedure: Under argon atmosphere 35 mg (0.3 mmol) of Zn(CN)2 and 17 mg (0.05 eq) of Pd(PPh3)4 were added to a solution of 122 mg (0.3 mmol) of 4-(7-bromo-isoquinolin-6-yloxy)-piperidine-1-carboxylic acid tert-butyl ester (13) in DMF. The reaction was heated for 5 minutes to 150° C. in a microwave reactor (CEM Discovery). After cooling to room temperature water and ethyl acetate were added. The mixture was filtered through Celite, washed with ethyl acetate and concentrated. The crude product was purified b...